Dataset: the Open Reaction Database (ORD), a public repository of structured organic reaction records. Task: describe an organic reaction: reactants, conditions, products, and yield Reactants: CO, Cl, CC(=O)c1cnc2nnn(Cc3cc4cccnc4cc3F)c2n1, NNC(N)=O. Yields the product CC(=NNC(N)=O)c1cnc2nnn(Cc3cc4cccnc4cc3F)c2n1. As a reaction SMILES: [CH3:31][OH:32].[ClH:25].[F:1][c:2]1[c:3]([CH2:12][n:13]2[n:14][n:15][c:16]3[n:17][cH:18][c:19]([C:22]([CH3:23])=[O:24])[n:20][c:21]23)[cH:4][c:5]2[cH:6][cH:7][cH:8][n:9][c:10]2[cH:11]1.[NH:26]([NH2:27])[C:28](=[O:29])[NH2:30]>>[F:1][c:2]1[c:3]([CH2:12][n:13]2[n:14][n:15][c:16]3[n:17][cH:18][c:19]([C:22]([CH3:23])=[N:27][NH:26][C:28](=[O:29])[NH2:30])[n:20][c:21]23)[cH:4][c:5]2[cH:6][cH:7][cH:8][n:9][c:10]2[cH:11]1.